This data is from the Open Reaction Database (ORD), a public repository of structured organic reaction records. The task is: describe an organic reaction: reactants, conditions, products, and yield Run in CO (methanol). RXN SMILES: [CH3:1][C:2]1[C:7]([CH:8]2[CH2:13][CH2:12][N:11](C(OC(C)(C)C)=O)[CH2:10][CH2:9]2)=[CH:6][CH:5]=[CH:4][N:3]=1.[ClH:21]>CO>[ClH:21].[CH3:1][C:2]1[C:7]([CH:8]2[CH2:13][CH2:12][NH:11][CH2:10][CH2:9]2)=[CH:6][CH:5]=[CH:4][N:3]=1 |f:3.4|. Run at time 2 hour. Reported procedure: tert-Butyl 4-(2-methyl-3-pyridyl)piperidine-1-carboxylate (100 mg, 0.36 mmol) was dissolved in methanol (4 ml) and combined with hydrochloric acid (4N in dioxane, 10 ml) and the mixture was stirred at room temperature for two hours. The volatiles were removed under reduced pressure to yield 54 mg of a beige solid (0.25 mmol, 69%) MS (ESI) m/z=177.1 [M+1]+. Yields the product Cl.CC1=NC=CC=C1C1CCNCC1 (2-Methyl-3-(4-piperidyl)pyridine hydrochloride). Isolated yield 69.0%. Starting materials: CC1=NC=CC=C1C1CCN(CC1)C(=O)OC(C)(C)C (tert-Butyl 4-(2-methyl-3-pyridyl)piperidine-1-carboxylate), Cl (hydrochloric acid). Reactants: secondary amines, stainless steel, O1CNCC1 (oxazolidine), [N+](=O)([O-])C(CC)C(CCCC)O (3-nitro-4-octanol), 3-amino-4-octanol alkanolamine, [N+](=O)([O-])C(CC)C(CCCC)O (3-nitro-4-octanol). The reagents and catalysts are [Ni] (Raney Nickel). Solvent: CO (methanol). Conditions: temperature 40 celsius, time 3.5 hour. Yields the product NC(CC)C(CCCC)O (3-amino-4-octanol). RXN SMILES: [N+:1]([CH:4]([CH:7]([OH:12])[CH2:8][CH2:9][CH2:10][CH3:11])[CH2:5][CH3:6])([O-])=O.O1CCNC1>[Ni].CO>[NH2:1][CH:4]([CH:7]([OH:12])[CH2:8][CH2:9][CH2:10][CH3:11])[CH2:5][CH3:6]. Procedure details: Catalytic hydrogenation of the 3-nitro-4-octanol to the 3-amino-4-octanol alkanolamine A sample of 3-amino-4-octanol (3A4O) was synthesized by the reduction of the 3-nitro-4-octanol by a Parr Autoclave unit. The stainless steel, 2 liter autoclave was loaded with Grace 3201 Raney Nickel (RaNi, 90 g wet, 45 g dry, 10 wt %) and methanol (MeOH, 300 g). The autoclave was sealed, assembled, purged with nitrogen then hydrogen, pressurized with hydrogen (600 psig), stirred at 600 RPM, and warmed to 40° ... The reactants are C=CCC(C(=O)N1C(=O)OCC1Cc1ccccc1)c1ccc(Cl)c(Cl)c1, [Li+], C1CCOC1, [OH-], O, O, OO. The product is C=CCC(C(=O)O)c1ccc(Cl)c(Cl)c1. RXN SMILES: [CH2:1]([CH:2]1[CH2:3][O:4][C:5](=[O:6])[N:7]1[C:14]([CH:15]([CH2:16][CH:17]=[CH2:18])[c:19]1[cH:20][c:21]([Cl:26])[c:22]([Cl:25])[cH:23][cH:24]1)=[O:27])[c:8]1[cH:9][cH:10][cH:11][cH:12][cH:13]1.[Li+:35].[O:28]1[CH2:29][CH2:30][CH2:31][CH2:32]1.[OH-:34].[OH2:33].[OH2:38].[OH:36][OH:37]>>[C:14]([CH:15]([CH2:16][CH:17]=[CH2:18])[c:19]1[cH:20][c:21]([Cl:26])[c:22]([Cl:25])[cH:23][cH:24]1)([OH:27])=[O:28]. The reactants are BrC=1C=C(CN2CCC3(C(=NC(N3C3=CC(=CC=C3)F)=O)NC3CCCCC3)CC2)C=CC1 (8-(3-Bromobenzyl)-4-(cyclohexylamino)-1-(3-fluorophenyl)-1,3,8-triazaspiro[4.5]dec-3-en-2-one), C(=C)C1=C(C=CC=C1)B(O)O ((2-vinylphenyl) boronic acid), P(C=1C=C(C=CC1)S(=O)(=O)O)(C=1C=C(C=CC1)S(=O)(=O)O)C=1C=C(C=CC1)S(=O)(=O)O (3,3′,3″-Phosphinidynetris (benzene sulfonic acid)), C(C)(C)NC(C)C (diisopropylamine). The reagents and catalysts are CC(=O)O.CC(=O)O.[Pd] (palladium II acetate). Run in CN(C)C=O.O (DMF H2O). Conditions: temperature 100 celsius. Yields the product C1(CCCCC1)NC1=NC(N(C12CCN(CC2)CC=2C=C(C=CC2)C2=C(C=CC=C2)C=C)C2=CC(=CC=C2)F)=O (4-(cyclohexylamino)-1-(3-fluorophenyl)-8-[(2′-vinyl-1,1′-biphenyl-3-yl)methyl]-1,3,8-triazaspiro[4.5]dec-3-en-2-one). RXN SMILES: Br[C:2]1[CH:3]=[C:4]([CH:31]=[CH:32][CH:33]=1)[CH2:5][N:6]1[CH2:30][CH2:29][C:9]2([N:13]([C:14]3[CH:19]=[CH:18][CH:17]=[C:16]([F:20])[CH:15]=3)[C:12](=[O:21])[N:11]=[C:10]2[NH:22][CH:23]2[CH2:28][CH2:27][CH2:26][CH2:25][CH2:24]2)[CH2:8][CH2:7]1.[CH:34]([C:36]1[CH:41]=[CH:40][CH:39]=[CH:38][C:37]=1B(O)O)=[CH2:35].P(C1C=C(S(O)(=O)=O)C=CC=1)(C1C=C(S(O)(=O)=O)C=CC=1)C1C=C(S(O)(=O)=O)C=CC=1.C(NC(C)C)(C)C>CC(O)=O.CC(O)=O.[Pd].CN(C=O)C.O>[CH:23]1([NH:22][C:10]2[C:9]3([CH2:29][CH2:30][N:6]([CH2:5][C:4]4[CH:3]=[C:2]([C:37]5[CH:38]=[CH:39][CH:40]=[CH:41][C:36]=5[CH:34]=[CH2:35])[CH:33]=[CH:32][CH:31]=4)[CH2:7][CH2:8]3)[N:13]([C:14]3[CH:19]=[CH:18][CH:17]=[C:16]([F:20])[CH:15]=3)[C:12](=[O:21])[N:11]=2)[CH2:28][CH2:27][CH2:26][CH2:25][CH2:24]1 |f:4.5.6,7.8|. Procedure: To a solution of 0.020 g (0.039 mmol) 8-(3-bromobenzyl)-4-(cyclohexylamino)-1-(3-fluorophenyl)-1,3,8-triazaspiro[4.5]dec-3-en-2-one (5-3) in 0.5 mL degassed DMF:H2O (4:1) was added 0.006 g (0.039 mmol) (2-vinylphenyl) boronic acid and 0.003 g (0.006 mmol) 3,3′,3″-Phosphinidynetris (benzene sulfonic acid) and 0.001 g (0.002 mmol) palladium II acetate and 16 μL (0.117 mmol) diisopropylamine. The reaction was heated in the microwave at 100° C. for 10 mins. Purification by preparative HPLC (5-95% CH...